Dataset: the Open Reaction Database (ORD), a public repository of structured organic reaction records. Task: describe an organic reaction: reactants, conditions, products, and yield Starting materials: N#Cc1ccccc1CBr, [H-], [Na+], CN(C)C=O, O, c1c[nH]cn1. Product: N#Cc1ccccc1Cn1ccnc1. RXN SMILES: [C:8](#[N:9])[c:10]1[c:11]([CH2:12][Br:13])[cH:14][cH:15][cH:16][cH:17]1.[H-:6].[Na+:7].[O:19]=[CH:20][N:21]([CH3:22])[CH3:23].[OH2:18].[nH:1]1[cH:2][n:3][cH:4][cH:5]1>>[n:1]1([CH2:12][c:11]2[c:10]([C:8]#[N:9])[cH:17][cH:16][cH:15][cH:14]2)[cH:2][n:3][cH:4][cH:5]1. The reactants are CCC1CC(NS(=O)(=O)C2CC2)CC1n1cnc2cnc3c(ccn3S(=O)(=O)c3ccc(C)cc3)c21, C1COCCO1, CCOC(C)=O, Cl, [Na+], [OH-], O. Product: CCC1CC(NS(=O)(=O)C2CC2)CC1n1cnc2cnc3[nH]ccc3c21. As a reaction SMILES: [CH2:1]([CH3:2])[CH:3]1[CH2:4][CH:5]([NH:30][S:31](=[O:32])(=[O:33])[CH:34]2[CH2:35][CH2:36]2)[CH2:6][CH:7]1[n:8]1[cH:9][n:10][c:11]2[c:12]1[c:13]1[c:14]([n:15][cH:16]2)[n:17]([S:20]([c:21]2[cH:22][cH:23][c:24]([CH3:25])[cH:26][cH:27]2)(=[O:28])=[O:29])[cH:18][cH:19]1.[CH2:40]1[O:41][CH2:42][CH2:43][O:44][CH2:45]1.[CH3:46][CH2:47][O:48][C:49]([CH3:50])=[O:51].[ClH:39].[Na+:38].[OH-:37].[OH2:52]>>[CH2:1]([CH3:2])[CH:3]1[CH2:4][CH:5]([NH:30][S:31](=[O:32])(=[O:33])[CH:34]2[CH2:35][CH2:36]2)[CH2:6][CH:7]1[n:8]1[cH:9][n:10][c:11]2[c:12]1[c:13]1[c:14]([n:15][cH:16]2)[nH:17][cH:18][cH:19]1. Reactants: Cl (hydrochloric acid), ClC(C1=NC2=C(C(O1)=O)C=CC=C2C(F)(F)F)Cl (2-dichloromethyl-8-trifluoromethyl-4H-3,1-benzoxazine-4-one), S1C(=NC=C1)NC(CC(=O)OCC)=O (ethyl 3-(2-thiazolylamino)-3-oxo-propanoate), [OH-].[Na+] (sodium hydroxide). Run in O (water), O1CCCC1 (tetrahydrofuran). Run at temperature 20 celsius, time 30 minute. Yields the product ClC(C(=O)NC1=C(C=CC=C1C(F)(F)F)C(C(C(=O)OCC)C(=O)NC=1SC=CN1)=O)Cl (ethyl 2-[(2,2-dichloro-1-oxoethyl)-amino]-β-oxo-α-[(2-thiazolylamino)-carbonyl]-3-(trifluoromethyl)-benzene-propanoate). Isolated yield 98.9%. As a reaction SMILES: [Cl:1][CH:2]([Cl:18])[C:3]1[O:8][C:7](=[O:9])[C:6]2[CH:10]=[CH:11][CH:12]=[C:13]([C:14]([F:17])([F:16])[F:15])[C:5]=2[N:4]=1.[S:19]1[CH:23]=[CH:22][N:21]=[C:20]1[NH:24][C:25](=[O:32])[CH2:26][C:27]([O:29][CH2:30][CH3:31])=[O:28].[OH-].[Na+].Cl>O.O1CCCC1>[Cl:1][CH:2]([Cl:18])[C:3]([NH:4][C:5]1[C:13]([C:14]([F:17])([F:16])[F:15])=[CH:12][CH:11]=[CH:10][C:6]=1[C:7](=[O:9])[CH:26]([C:25]([NH:24][C:20]1[S:19][CH:23]=[CH:22][N:21]=1)=[O:32])[C:27]([O:29][CH2:30][CH3:31])=[O:28])=[O:8] |f:2.3|. Procedure: At 20° C., 150 g of 2-dichloromethyl-8-trifluoromethyl-4H-3,1-benzoxazine-4-one, 120 g of ethyl 3-(2-thiazolylamino)-3-oxo-propanoate and 1.5 liters of tetrahydrofuran were mixed together and stirred for 30 minutes and then, while maintaining the temperature at 20° C., 40 g of sodium hydroxide in flakes were added thereto. After stirring the mixture at 20° C. for two hours, it was poured into a mixture of 4.5 liters of water and 150 ml of concentrated hydrochloric acid and the mixture was stirre... Reactants: CCOC(C)=O, [H-], [Na+], O=C1NC(=O)C(c2ccccc2)(c2ccccc2)N1, C1CCOC1, O, O=C(Cl)c1ccc2ccccc2c1. Product: O=C1NC(c2ccccc2)(c2ccccc2)C(=O)N1C(=O)c1ccc2ccccc2c1. RXN SMILES: [CH3:41][CH2:42][O:43][C:44](=[O:45])[CH3:46].[H-:20].[Na+:21].[O:1]=[C:2]1[NH:3][C:4](=[O:5])[C:6]([c:8]2[cH:9][cH:10][cH:11][cH:12][cH:13]2)([c:14]2[cH:15][cH:16][cH:17][cH:18][cH:19]2)[NH:7]1.[O:36]1[CH2:37][CH2:38][CH2:39][CH2:40]1.[OH2:35].[cH:22]1[c:23]([C:32](=[O:33])[Cl:34])[cH:24][cH:25][c:26]2[cH:27][cH:28][cH:29][cH:30][c:31]12>>[O:1]=[C:2]1[N:3]([C:32]([c:23]2[cH:22][c:31]3[c:26]([cH:25][cH:24]2)[cH:27][cH:28][cH:29][cH:30]3)=[O:33])[C:4](=[O:5])[C:6]([c:8]2[cH:9][cH:10][cH:11][cH:12][cH:13]2)([c:14]2[cH:15][cH:16][cH:17][cH:18][cH:19]2)[NH:7]1.